From a dataset of the Open Reaction Database (ORD), a public repository of structured organic reaction records. describe an organic reaction: reactants, conditions, products, and yield The reactants are Cc1ccccc1, O=C(Cl)OC(Cl)(Cl)Cl, Nc1ccc([N+](=O)[O-])cc1F. Product: O=C=Nc1ccc([N+](=O)[O-])cc1F. Reaction SMILES: [CH3:20][c:21]1[cH:22][cH:23][cH:24][cH:25][cH:26]1.[Cl:12][C:13](=[O:14])[O:15][C:16]([Cl:17])([Cl:18])[Cl:19].[F:1][c:2]1[c:3]([NH2:4])[cH:5][cH:6][c:7]([N+:9](=[O:10])[O-:11])[cH:8]1>>[F:1][c:2]1[c:3]([N:4]=[C:13]=[O:14])[cH:5][cH:6][c:7]([N+:9](=[O:10])[O-:11])[cH:8]1. Reactants: [O-]CC.[Na+] (sodium ethoxide), CC=1N=C2N(C(C1)=O)C=CS2 (7-Methyl-5H-[1,3]thiazolo[3,2-a]pyrimidin-5-one), intermediate, ClC1=CC=C(C=O)C=C1 (4-chlorobenzaldehyde). Solvent: C(C)O (ethanol), C(C)O (ethanol). Product: ClC1=CC=C(C=C1)/C=C/C=1N=C2N(C(C1)=O)C=CS2 (7-[(E)-2-(4-Chlorophenyl)vinyl]-5H-[1,3]thiazolo[3,2-a]pyrimidin-5-one). As a reaction SMILES: [CH3:1][C:2]1[N:3]=[C:4]2[S:11][CH:10]=[CH:9][N:5]2[C:6](=[O:8])[CH:7]=1.[Cl:12][C:13]1[CH:20]=[CH:19][C:16]([CH:17]=O)=[CH:15][CH:14]=1.[O-]CC.[Na+]>C(O)C>[Cl:12][C:13]1[CH:20]=[CH:19][C:16](/[CH:17]=[CH:1]/[C:2]2[N:3]=[C:4]3[S:11][CH:10]=[CH:9][N:5]3[C:6](=[O:8])[CH:7]=2)=[CH:15][CH:14]=1 |f:2.3|. Procedure details: To a stirred solution of Step 1 intermediate (200 mg, 1.206 mmol) in ethanol (30 ml) was added 4-chlorobenzaldehyde (253 mg, 1.795 mmol) followed by sodium ethoxide (122 mg, 1.795 mmol) in ethanol at room temperature. The reaction mixture was heated to reflux for 12 h. The reaction mixture was allowed to cool to room temperature and concentrated under reduced pressure. The residue obtained was partitioned between chloroform (100 ml) and water (50 ml). The organic layer was washed with brine (100...